This data is from the Open Reaction Database (ORD), a public repository of structured organic reaction records. The task is: describe an organic reaction: reactants, conditions, products, and yield The reactants are CI, [K+], [K+], O=C([O-])[O-], CN(C)C=O, CCOC(=O)c1c[nH]c(S)n1. Product: CCOC(=O)c1c[nH]c(SC)n1. Reaction SMILES: [CH3:18][I:19].[K+:12].[K+:13].[O-:14][C:15]([O-:16])=[O:17].[O:20]=[CH:21][N:22]([CH3:23])[CH3:24].[SH:1][c:2]1[nH:3][cH:4][c:5]([C:7](=[O:8])[O:9][CH2:10][CH3:11])[n:6]1>>[S:1]([c:2]1[nH:3][cH:4][c:5]([C:7](=[O:8])[O:9][CH2:10][CH3:11])[n:6]1)[CH3:15].